This data is from the Open Reaction Database (ORD), a public repository of structured organic reaction records. The task is: describe an organic reaction: reactants, conditions, products, and yield The reactants are Br (HBr), C(C)OC([C@@H](NC(CNC(=O)OCC1=CC=CC=C1)=O)CC1=CC=C(C=C1)O)=O (carbobenzoxyglycyl-L-tyrosine ethyl ester), C(C)OCC (ethyl ether). Solvent: C(C)(=O)O (acetic acid). Run at time 30 minute. Yields the product C(C)OC([C@@H](NC(CN)=O)CC1=CC=C(C=C1)O)=O.Br (glycyl-L-tyrosine ethyl ester·HBr). Reaction SMILES: [BrH:1].[CH2:2]([O:4][C:5](=[O:30])[C@H:6]([CH2:22][C:23]1[CH:28]=[CH:27][C:26]([OH:29])=[CH:25][CH:24]=1)[NH:7][C:8](=[O:21])[CH2:9][NH:10]C(OCC1C=CC=CC=1)=O)[CH3:3].C(OCC)C>C(O)(=O)C>[CH2:2]([O:4][C:5](=[O:30])[C@H:6]([CH2:22][C:23]1[CH:28]=[CH:27][C:26]([OH:29])=[CH:25][CH:24]=1)[NH:7][C:8](=[O:21])[CH2:9][NH2:10])[CH3:3].[BrH:1] |f:4.5|. Procedure details: 250 ml of 25% HBr in glacial acetic acid was added to carbobenzoxyglycyl-L-tyrosine ethyl ester obtained above, and after the mixture was stirred for 30 minutes at room temperature, 5 l of absolute ethyl ether was added to the mixture to produce a precipitate. The precipitate was washed with ethyl ether to obtain glycyl-L-tyrosine ethyl ester·HBr. Reactants: CCOC(C)=O, CCOC(=O)c1ccc([N+](=O)[O-])cc1F. Product: CCOC(=O)c1ccc(N)cc1F. As a reaction SMILES: [CH3:16][CH2:17][O:18][C:19](=[O:20])[CH3:21].[F:1][c:2]1[c:3]([C:4](=[O:5])[O:6][CH2:7][CH3:8])[cH:9][cH:10][c:11]([N+:13]([O-:14])=[O:15])[cH:12]1>>[F:1][c:2]1[c:3]([C:4](=[O:5])[O:6][CH2:7][CH3:8])[cH:9][cH:10][c:11]([NH2:13])[cH:12]1. The reactants are CCOC(=O)c1cc2cc(Br)ccc2n1CC#N, C1CCOC1, [Li+], [OH-], O, O. Product: N#CCn1c(C(=O)O)cc2cc(Br)ccc21. As a reaction SMILES: [CH2:1]([CH3:2])[O:3][C:4](=[O:5])[c:6]1[n:7]([CH2:16][C:17]#[N:18])[c:8]2[cH:9][cH:10][c:11]([Br:15])[cH:12][c:13]2[cH:14]1.[CH2:22]1[O:23][CH2:24][CH2:25][CH2:26]1.[Li+:20].[OH-:19].[OH2:21].[OH2:27]>>[O:3]=[C:4]([OH:5])[c:6]1[n:7]([CH2:16][C:17]#[N:18])[c:8]2[cH:9][cH:10][c:11]([Br:15])[cH:12][c:13]2[cH:14]1. The reactants are ClC(=O)OCC1=CC=CC=C1 (benzyl chloroformate), C(=O)(OC(C)(C)C)N[C@@H](CCCNC(=O)C(F)(F)F)C(=O)O (BocNH-Orn(COCF3)—CO2H), ice water, CN1CCOCC1 (NMM), NaCl ice water, Cl (HCl). Reagents/catalysts: CN(C)C=1C=CN=CC1 (DMAP). The solvent is C1CCOC1 (THF), C1CCOC1 (THF), O (water), CCOC(=O)C (EtOAc). Conditions: temperature -15 celsius, time 2 minute. The product is C(=O)(OC(C)(C)C)N[C@@H](CCCNC(=O)C(F)(F)F)C(=O)C(=O)OCC1=CC=CC=C1 (BocNH-Orn(COCF3)—CO2Bn). Isolated yield 98.0%. RXN SMILES: [C:1]([NH:8][C@H:9]([C:20]([OH:22])=O)[CH2:10][CH2:11][CH2:12][NH:13][C:14]([C:16]([F:19])([F:18])[F:17])=[O:15])([O:3][C:4]([CH3:7])([CH3:6])[CH3:5])=[O:2].CN1CCOCC1.Cl[C:31]([O:33][CH2:34][C:35]1[CH:40]=[CH:39][CH:38]=[CH:37][CH:36]=1)=[O:32].Cl>C1COCC1.CN(C1C=CN=CC=1)C.O.CCOC(C)=O>[C:1]([NH:8][C@H:9]([C:20]([C:31]([O:33][CH2:34][C:35]1[CH:40]=[CH:39][CH:38]=[CH:37][CH:36]=1)=[O:32])=[O:22])[CH2:10][CH2:11][CH2:12][NH:13][C:14]([C:16]([F:17])([F:18])[F:19])=[O:15])([O:3][C:4]([CH3:5])([CH3:6])[CH3:7])=[O:2]. Procedure: A modification of a known procedure was followed (Kim et al., J. Org. Chem. 1985 50, 560–565). To a RT stirred solution of acid 6 (11.3 g, 34.6 mmol) in THF (100 mL) was added NMM (3.50 g, 34.6 mmol) and the reaction mixture was cooled to −15° C. (NaCl/ice/water bath). To the cooled reaction mixture was added a solution of benzyl chloroformate (6.17 g, 36.1 mmol) in THF (5 mL). After stirring at −15° C. for 2 min, the reaction mixture was warmed to 0° C. (ice/water bath) and stirred for 15 min. ... The product is C(C)(=O)OC1=CC=C(C(=O)N2CCN(CC2)C=2C=C3CCC(NC3=CC2)=O)C=C1 (6-[4-(4-acetyloxybenzoyl)-1-piperazinyl]-3,4-dihydrocarbostyril). Starting materials: C(C)(=O)OC1=CC=C(C(=O)Cl)C=C1 (4-acetyloxybenzoyl chloride), Br.N1(CCNCC1)C=1C=C2CCC(NC2=CC1)=O (6-(1-piperazinyl)-3,4-dihydrocarbostyril monohydrobromide), N1(CCNCC1)C=1C=C2CCC(NC2=CC1)=O (6-piperazinyl-3,4-dihydrocarbostyril), C(O)([O-])=O.[Na+] (sodium hydrogencarbonate). RXN SMILES: Br.[N:2]1([C:8]2[CH:9]=[C:10]3[C:15](=[CH:16][CH:17]=2)[NH:14][C:13](=[O:18])[CH2:12][CH2:11]3)[CH2:7][CH2:6][NH:5][CH2:4][CH2:3]1.C(=O)([O-])O.[Na+].N1(C2C=C3C(=CC=2)NC(=O)CC3)CCNCC1.[C:41]([O:44][C:45]1[CH:53]=[CH:52][C:48]([C:49](Cl)=[O:50])=[CH:47][CH:46]=1)(=[O:43])[CH3:42]>CN(C=O)C.O.C(N(CC)CC)C>[C:41]([O:44][C:45]1[CH:53]=[CH:52][C:48]([C:49]([N:5]2[CH2:6][CH2:7][N:2]([C:8]3[CH:9]=[C:10]4[C:15](=[CH:16][CH:17]=3)[NH:14][C:13](=[O:18])[CH2:12][CH2:11]4)[CH2:3][CH2:4]2)=[O:50])=[CH:47][CH:46]=1)(=[O:43])[CH3:42] |f:0.1,2.3|. Solvent: CN(C)C=O (DMF), C(C)N(CC)CC (triethylamine), O (water), CN(C)C=O (DMF). Procedure: A suspension of 1.0 g of 6-(1-piperazinyl)-3,4-dihydrocarbostyril monohydrobromide in 10 ml of DMF was added 296 mg of sodium hydrogencarbonate and stirred at room temperature for 30 minutes to convert the compound to 6-piperazinyl-3,4-dihydrocarbostyril, to which was added 0.62 ml of triethylamine. Then, a solution of 605 mg of 4-acetyloxybenzoyl chloride in 5 ml of DMF was slowly added dropwise to the mixture. After completion of addition, the mixture was stirred at room temperature for 1 hour... Reaction conditions: time 30 minute.